This data is from the Open Reaction Database (ORD), a public repository of structured organic reaction records. The task is: describe an organic reaction: reactants, conditions, products, and yield The reactants are CCCCOCCOc1ccc(-c2ccc3c(c2)C=C(C(=O)Nc2ccc(SCc4nncn4CCC)cc2)CCN3CCC)cc1, Cc1ccccc1, CC(C)[O-], CC(C)[O-], CC(C)[O-], CC(C)[O-], [Na+], [Na+], [O-]O, [O-]O, O, O=S([O-])([O-])=S, [Ti+4], CC(C)c1ccccc1. Product: CCCCOCCOc1ccc(-c2ccc3c(c2)C=C(C(=O)Nc2ccc(S(=O)Cc4nncn4CCC)cc2)CCN3CCC)cc1. RXN SMILES: [CH2:1]([CH2:2][CH2:3][CH3:4])[O:5][CH2:6][CH2:7][O:8][c:9]1[cH:10][cH:11][c:12](-[c:15]2[cH:16][cH:17][c:18]3[c:19]([cH:47]2)[CH:20]=[C:21]([C:28](=[O:29])[NH:30][c:31]2[cH:32][cH:33][c:34]([S:37][CH2:38][c:39]4[n:40][n:41][cH:42][n:43]4[CH2:44][CH2:45][CH3:46])[cH:35][cH:36]2)[CH2:22][CH2:23][N:24]3[CH2:25][CH2:26][CH3:27])[cH:13][cH:14]1.[CH3:68][c:69]1[cH:70][cH:71][cH:72][cH:73][cH:74]1.[CH3:75][CH:76]([CH3:77])[O-:78].[CH3:79][CH:80]([CH3:81])[O-:82].[CH3:83][CH:84]([CH3:85])[O-:86].[CH3:87][CH:88]([CH3:89])[O-:90].[Na+:66].[Na+:67].[O-:48][OH:49].[O-:50][OH:51].[OH2:92].[S:61]([O-:62])(=[O:63])([O-:64])=[S:65].[Ti+4:91].[c:52]1([CH:53]([CH3:54])[CH3:55])[cH:56][cH:57][cH:58][cH:59][cH:60]1>>[CH2:1]([CH2:2][CH2:3][CH3:4])[O:5][CH2:6][CH2:7][O:8][c:9]1[cH:10][cH:11][c:12](-[c:15]2[cH:16][cH:17][c:18]3[c:19]([cH:47]2)[CH:20]=[C:21]([C:28](=[O:29])[NH:30][c:31]2[cH:32][cH:33][c:34]([S:37]([CH2:38][c:39]4[n:40][n:41][cH:42][n:43]4[CH2:44][CH2:45][CH3:46])=[O:63])[cH:35][cH:36]2)[CH2:22][CH2:23][N:24]3[CH2:25][CH2:26][CH3:27])[cH:13][cH:14]1. Reactants: FC1=C(C(=CC=C1)F)N1C(NCC2=C1N=C(N=C2C=2C=C(C(=O)NCCC)C=CC2C)SC)=O (3-[8-(2,6-difluorophenyl)-2-(methylthio)-7-oxo-5,6,7,8-tetrahydropyrimido[4,5-d]pyrimidin-4-yl]-4-methyl-N-propylbenzamide), OOS(=O)[O-].[K+] (Oxone), C(C)#N (acetonitrile). Run in O (water). Conditions: time 8 hour. Yields the product FC1=C(C(=CC=C1)F)N1C(NCC2=C1N=C(N=C2C=2C=C(C(=O)NCCC)C=CC2C)S(=O)(=O)C)=O (3-[8-(2,6-difluorophenyl)-2-(methylsulfonyl)-7-oxo-5,6,7,8-tetrahydropyrimido[4,5-d]pyrimidin-4-yl]-4-methyl-N-propylbenzamide). As a reaction SMILES: O[O:2][S:3]([O-:5])=O.[K+].[F:7][C:8]1[CH:13]=[CH:12][CH:11]=[C:10]([F:14])[C:9]=1[N:15]1[C:20]2[N:21]=[C:22](SC)[N:23]=[C:24]([C:25]3[CH:26]=[C:27]([CH:34]=[CH:35][C:36]=3[CH3:37])[C:28]([NH:30][CH2:31][CH2:32][CH3:33])=[O:29])[C:19]=2[CH2:18][NH:17][C:16]1=[O:40].[C:41](#N)C>O>[F:7][C:8]1[CH:13]=[CH:12][CH:11]=[C:10]([F:14])[C:9]=1[N:15]1[C:20]2[N:21]=[C:22]([S:3]([CH3:41])(=[O:5])=[O:2])[N:23]=[C:24]([C:25]3[CH:26]=[C:27]([CH:34]=[CH:35][C:36]=3[CH3:37])[C:28]([NH:30][CH2:31][CH2:32][CH3:33])=[O:29])[C:19]=2[CH2:18][NH:17][C:16]1=[O:40] |f:0.1|. Procedure details: To a stirring suspension of Oxone (817.96 g, 1.33 mole, 3 eq) in water (2142 mL, 10 vol) was added 3-[8-(2,6-difluorophenyl)-2-(methylthio)-7-oxo-5,6,7,8-tetrahydropyrimido[4,5-d]pyrimidin-4-yl]-4-methyl-N-propylbenzamide (214.21 g 0.443 mole, 1 eq) suspended in acetonitrile (4284 mL). The resulting mixture was stirred at ambient temperature overnight. The mixture was then filtered and the residue stirred sequentially with 5% sodium metabisulfite (2×3000 mL) and water (1×300 mL). The filtrate fr... The reactants are NN1C(C2=CC=CC=C2C(=N1)C(F)(F)F)=O (2-amino-4-(trifluoromethyl)phthalazin-1(2H)-one), C12(CC3CC(CC(C1)C3)C2)SCC(=O)O (2-(adamantan-1-ylthio)acetic acid). The product is C12(CC3CC(CC(C1)C3)C2)SCC(=O)NN2C(C3=CC=CC=C3C(=N2)C(F)(F)F)=O (2-(adamantan-1-ylthio)-N-[1-oxo-4-(trifluoromethyl)phthalazin-2(1H)-yl]acetamide). Reaction SMILES: [NH2:1][N:2]1[N:11]=[C:10]([C:12]([F:15])([F:14])[F:13])[C:9]2[C:4](=[CH:5][CH:6]=[CH:7][CH:8]=2)[C:3]1=[O:16].[C:17]12([S:27][CH2:28][C:29](O)=[O:30])[CH2:26][CH:21]3[CH2:22][CH:23]([CH2:25][CH:19]([CH2:20]3)[CH2:18]1)[CH2:24]2>>[C:17]12([S:27][CH2:28][C:29]([NH:1][N:2]3[N:11]=[C:10]([C:12]([F:15])([F:13])[F:14])[C:9]4[C:4](=[CH:5][CH:6]=[CH:7][CH:8]=4)[C:3]3=[O:16])=[O:30])[CH2:26][CH:21]3[CH2:22][CH:23]([CH2:25][CH:19]([CH2:20]3)[CH2:18]1)[CH2:24]2. Reported procedure: The product from Example 11B and 2-(adamantan-1-ylthio)acetic acid were treated using a method similar to that described in Example 17C to give the title compound 1H NMR (400 MHz, DMSO-d6) δ ppm 11.68-11.85 (bs, 1H), 8.43 (ddd, J=8.0, 1.4, 0.7 Hz, 1H), 8.13 (ddd, J=8.0, 7.4, 1.4 Hz, 1H), 8.03-8.08 (m, 1H), 8.00-8.05 (m, 1H), 3.44 (s, 2H), 2.01-2.04 (m, 3H), 1.86-1.89 (m, 6H), 1.65-1.69 (m, 6H); MS (APCI+) M/Z 438 (M+H)+. Reactants: C(C=C)NC(=S)N (allylthiourea), BrCC(C(=O)OCC)=O (ethyl bromopyruvate). Run in C(C)O (ethanol). Yields the product C(C=C)NC=1SC=C(N1)C(=O)OCC (Ethyl 2-allylaminothiazole-4-carboxylate). RXN SMILES: [CH2:1]([NH:4][C:5]([NH2:7])=[S:6])[CH:2]=[CH2:3].Br[CH2:9][C:10](=O)[C:11]([O:13][CH2:14][CH3:15])=[O:12]>C(O)C>[CH2:1]([NH:4][C:5]1[S:6][CH:9]=[C:10]([C:11]([O:13][CH2:14][CH3:15])=[O:12])[N:7]=1)[CH:2]=[CH2:3]. Procedure details: The reaction described in Preparation 42 was repeated but using 20 g of allylthiourea, 37 g of ethyl bromopyruvate and 200 ml of ethanol, giving the title compound as a pale yellow powder.